From a dataset of the Open Reaction Database (ORD), a public repository of structured organic reaction records. describe an organic reaction: reactants, conditions, products, and yield The reactants are NCC1=C(C=CC(=C1)C(F)(F)F)N ([2-(aminomethyl)4-(trifluoromethyl)phenyl]amine), C(C)(=O)O (acetic acid), CN1CCOCC1 (N-methylmorpholine), FC(C=1C=C(CBr)C=C(C1)C(F)(F)F)(F)F (3,5-bis(trifluoromethyl)benzyl bromide). Reagents/catalysts: [Hg] (mercury). The solvent is C(OC)COC (dimethoxyethane), CCCCCC (hexane), CCOCC (ether). The product is NC1=C(CNCC2=CC(=CC(=C2)C(F)(F)F)C(F)(F)F)C=C(C=C1)C(F)(F)F ([2-amino-5-(trifluoromethyl)benzyl][3,5-bis(trifluoromethyl)benzyl]amine). The yield is 24.0%. As a reaction SMILES: [NH2:1][CH2:2][C:3]1[CH:8]=[C:7]([C:9]([F:12])([F:11])[F:10])[CH:6]=[CH:5][C:4]=1[NH2:13].CN1CCOCC1.[F:21][C:22]([F:36])([F:35])[C:23]1[CH:24]=[C:25]([CH:28]=[C:29]([C:31]([F:34])([F:33])[F:32])[CH:30]=1)[CH2:26]Br.C(O)(=O)C>C(COC)OC.CCOCC.CCCCCC.[Hg]>[NH2:13][C:4]1[CH:5]=[CH:6][C:7]([C:9]([F:11])([F:12])[F:10])=[CH:8][C:3]=1[CH2:2][NH:1][CH2:26][C:25]1[CH:28]=[C:29]([C:31]([F:33])([F:34])[F:32])[CH:30]=[C:23]([C:22]([F:21])([F:35])[F:36])[CH:24]=1. Procedure: In a 500-mL flask equipped with a septum inlet, magnetic stirring bar, and condenser leading to a mercury bubbler was placed 22.8 g (0.12 mol) of [2-(aminomethyl)4-(trifluoromethyl)phenyl]amine in 218 mL dimethoxyethane. To this reaction flask with stirring was added 26 mL (0.24 mol) N-methylmorpholine and 24 mL (0.13 mol) 3,5-bis(trifluoromethyl)benzyl bromide. The contents were heated to and maintained at reflux under nitrogen for 12 hours. Afterwards, TLC analysis revealed a minor amount of s... Starting materials: C(C)(C)NC(=O)N (isopropyl urea), ClC(C(=O)OCC)C(=O)C(F)(F)F (ethyl 2-chloro-4,4,4-trifluoroacetoacetate). The solvent is C(Cl)Cl (methylene chloride). Yields the product CC(C)NC=1OC(=C(N1)C(F)(F)F)C(=O)OCC (Ethyl 2-[(1-methylethyl)amino]-4-(trifluoromethyl)-5-oxazolecarboxylate). Yield: 47.3%. As a reaction SMILES: [CH:1]([NH:4][C:5]([NH2:7])=[O:6])([CH3:3])[CH3:2].Cl[CH:9]([C:15]([C:17]([F:20])([F:19])[F:18])=O)[C:10]([O:12][CH2:13][CH3:14])=[O:11]>C(Cl)Cl>[CH3:2][CH:1]([NH:4][C:5]1[O:6][C:9]([C:10]([O:12][CH2:13][CH3:14])=[O:11])=[C:15]([C:17]([F:18])([F:20])[F:19])[N:7]=1)[CH3:3]. Procedure: By the procedure of Example 4, 6.1 g (60 mmol) of isopropyl urea was reacted with 10.9 g (50 mmol) ethyl 2-chloro-4,4,4-trifluoroacetoacetate at 140°-150° C. for 24 hours. The product mixture was treated with methylene chloride, washed with water, dried and concentrated. The residue was recrystallized from methylcyclohexane to yield 6.3 g of crystal product (m.p.=51°-52° C.) identified in Table I.